Dataset: the Open Reaction Database (ORD), a public repository of structured organic reaction records. Task: describe an organic reaction: reactants, conditions, products, and yield Reactants: C(C1=CC=CC=C1)OC(=O)C(CCC1=CC=CC=C1)NC1C(NC2=C(CC1)C=CC=C2)=O (3-(1-benzyloxycarbonyl-3-phenylpropylamino)-2,3,4,5-tetrahydro-1H-[1]-benzazepin-2-one), [H-].[Na+] (sodium hydride). Run in CN(C=O)C (dimethylformamide). Reaction conditions: time 30 minute. Yields the product C(C1=CC=CC=C1)OC(=O)CN1C(C(CCC2=C1C=CC=C2)NC(CCC2=CC=CC=C2)C(=O)OCC2=CC=CC=C2)=O (1-Benzyloxycarbonylmethyl-3-(1-benzyloxycarbonyl-3-phenylpropylamino)-2,3,4,5-tetrahydro-1H-[1]benzazepin-2-one). As a reaction SMILES: [CH2:1]([O:8][C:9]([CH:11]([NH:20][CH:21]1[CH2:27][CH2:26][C:25]2[CH:28]=[CH:29][CH:30]=[CH:31][C:24]=2[NH:23][C:22]1=[O:32])[CH2:12][CH2:13][C:14]1[CH:19]=[CH:18][CH:17]=[CH:16][CH:15]=1)=[O:10])[C:2]1[CH:7]=[CH:6][CH:5]=[CH:4][CH:3]=1.[H-].[Na+]>CN(C)C=O>[CH2:1]([O:8][C:9]([CH2:11][N:23]1[C:24]2[CH:31]=[CH:30][CH:29]=[CH:28][C:25]=2[CH2:26][CH2:27][CH:21]([NH:20][CH:11]([C:9]([O:8][CH2:1][C:2]2[CH:7]=[CH:6][CH:5]=[CH:4][CH:3]=2)=[O:10])[CH2:12][CH2:13][C:14]2[CH:19]=[CH:18][CH:17]=[CH:16][CH:15]=2)[C:22]1=[O:32])=[O:10])[C:2]1[CH:7]=[CH:6][CH:5]=[CH:4][CH:3]=1 |f:1.2|. Procedure: A solution of 3-(1-benzyloxycarbonyl-3-phenylpropylamino)-2,3,4,5-tetrahydro-1H-[1]-benzazepin-2-one (4.0 g) in dry dimethylformamide was added under a nitrogen atmosphere to a stirred suspension of sodium hydride [from the 60% mineral oil dispersion (0.42 g) washed with petroleum ether (3×80 ml)] in dry dimethylformamide (100 ml) at room temperature to which tetrabutylammonium bromide (3.1 g) had been added. Stirring was continued for an additional 30 minutes at room temperature, when a solutio...